This data is from the Open Reaction Database (ORD), a public repository of structured organic reaction records. The task is: describe an organic reaction: reactants, conditions, products, and yield Starting materials: BrC1=NN=C(C2=CC=CC=C12)N1CCC(CC1)N(C(OC(C)(C)C)=O)C (tert-butyl 1-(4-bromophthalazin-1-yl)piperidin-4-yl(methyl)carbamate), CN1N=CC=C1B1OC(C)(C)C(C)(C)O1 (1-methyl-1H-pyrazole-5-boronic acid pinacol ester), C([O-])([O-])=O.[Na+].[Na+] (sodium carbonate), C1(=CC=CC=C1)C (toluene). The reagents and catalysts are C=1C=CC(=CC1)[P](C=2C=CC=CC2)(C=3C=CC=CC3)[Pd]([P](C=4C=CC=CC4)(C=5C=CC=CC5)C=6C=CC=CC6)([P](C=7C=CC=CC7)(C=8C=CC=CC8)C=9C=CC=CC9)[P](C=1C=CC=CC1)(C=1C=CC=CC1)C=1C=CC=CC1 (tetrakis(triphenylphosphine)palladium). Solvent: O (water), C(C)O (ethanol). Run at temperature 90 celsius, time 10 minute. Product: CN(C(OC(C)(C)C)=O)C1CCN(CC1)C1=NN=C(C2=CC=CC=C12)C1=CC=NN1C (tert-Butyl methyl(1-(4-(1-methyl-1H-pyrazol-5-yl)phthalazin-1-yl)piperidin-4-yl)carbamate). The yield is 68.2%. RXN SMILES: Br[C:2]1[C:11]2[C:6](=[CH:7][CH:8]=[CH:9][CH:10]=2)[C:5]([N:12]2[CH2:17][CH2:16][CH:15]([N:18]([CH3:26])[C:19](=[O:25])[O:20][C:21]([CH3:24])([CH3:23])[CH3:22])[CH2:14][CH2:13]2)=[N:4][N:3]=1.[CH3:27][N:28]1[C:32](B2OC(C)(C)C(C)(C)O2)=[CH:31][CH:30]=[N:29]1.C(=O)([O-])[O-].[Na+].[Na+].C1(C)C=CC=CC=1>C1C=CC([P]([Pd]([P](C2C=CC=CC=2)(C2C=CC=CC=2)C2C=CC=CC=2)([P](C2C=CC=CC=2)(C2C=CC=CC=2)C2C=CC=CC=2)[P](C2C=CC=CC=2)(C2C=CC=CC=2)C2C=CC=CC=2)(C2C=CC=CC=2)C2C=CC=CC=2)=CC=1.O.C(O)C>[CH3:26][N:18]([CH:15]1[CH2:16][CH2:17][N:12]([C:5]2[C:6]3[C:11](=[CH:10][CH:9]=[CH:8][CH:7]=3)[C:2]([C:32]3[N:28]([CH3:27])[N:29]=[CH:30][CH:31]=3)=[N:3][N:4]=2)[CH2:13][CH2:14]1)[C:19](=[O:25])[O:20][C:21]([CH3:24])([CH3:23])[CH3:22] |f:2.3.4,^1:58,60,79,98|. Procedure: Charge a reaction tube with tert-butyl 1-(4-bromophthalazin-1-yl)piperidin-4-yl(methyl)carbamate (500 mg, 1.2 mmol), 1-methyl-1H-pyrazole-5-boronic acid pinacol ester (370 mg, 1.8 mmol), sodium carbonate (252 mg, 2.4 mmol), toluene (3.75 mL), ethanol (1.25 mL), and water (1.25 mL). Degas the reaction mixture with nitrogen for 10 min. Add tetrakis(triphenylphosphine)palladium (137.1 mg, 118.7 μmol). Bubble nitrogen through the reaction mixture for another 10 min. Cap the reaction vial and heat at... Starting materials: [Br-], CCOCC, C=C[Mg+], [Cl-], O=Cc1ccc(Cl)cc1Cl, [NH4+], C1CCOC1, O. Product: C=CC(O)c1ccc(Cl)cc1Cl. RXN SMILES: [Br-:11].[CH3:17][CH2:18][O:19][CH2:20][CH3:21].[CH:12](=[CH2:13])[Mg+:14].[Cl-:15].[Cl:1][c:2]1[c:3]([CH:4]=[O:5])[cH:6][cH:7][c:8]([Cl:10])[cH:9]1.[NH4+:16].[O:22]1[CH2:23][CH2:24][CH2:25][CH2:26]1.[OH2:27]>>[Cl:1][c:2]1[c:3]([CH:4]([OH:5])[CH:12]=[CH2:13])[cH:6][cH:7][c:8]([Cl:10])[cH:9]1. Reactants: [BH4-], CCOc1ncnc(C(F)(F)F)c1C=O, CO, [Na+], O. The product is CCOc1ncnc(C(F)(F)F)c1CO. As a reaction SMILES: [BH4-:16].[CH2:1]([CH3:2])[O:3][c:4]1[n:5][cH:6][n:7][c:8]([C:12]([F:13])([F:14])[F:15])[c:9]1[CH:10]=[O:11].[CH3:19][OH:20].[Na+:17].[OH2:18]>>[CH2:1]([CH3:2])[O:3][c:4]1[n:5][cH:6][n:7][c:8]([C:12]([F:13])([F:14])[F:15])[c:9]1[CH2:10][OH:11]. Starting materials: C=CCC(N=Cc1ccccc1)(C(=O)OCC)c1ccc(Cl)c(Cl)c1, O. Yields the product C=CCC(N)(C(=O)OCC)c1ccc(Cl)c(Cl)c1. Reaction SMILES: [CH:1]([c:2]1[cH:3][cH:4][cH:5][cH:6][cH:7]1)=[N:8][C:9]([C:10](=[O:11])[O:12][CH2:13][CH3:14])([CH2:15][CH:16]=[CH2:17])[c:18]1[cH:19][c:20]([Cl:25])[c:21]([Cl:24])[cH:22][cH:23]1.[OH2:26]>>[NH2:8][C:9]([C:10](=[O:11])[O:12][CH2:13][CH3:14])([CH2:15][CH:16]=[CH2:17])[c:18]1[cH:19][c:20]([Cl:25])[c:21]([Cl:24])[cH:22][cH:23]1. The reactants are ClC1=CC=C(C=C1)N1C(C(C=2C1=NC=CC2)CC2=CC=NC=C2)=O (1,3-dihydro-1-(4-chlorophenyl)-3-(4-pyridinylmethyl)-2H-pyrrolo[2,3-b]pyridin-2-one), [OH-].[Na+] (NaOH), C(C1=CC=CC=C1)Cl (benzyl chloride). Run in CO (MeOH). Conditions: time 24 hour. The product is ClC1=CC=C(C=C1)N1C(C(C=2C1=NC=CC2)(CC2=CC=NC=C2)CC2=CC=CC=C2)=O (1,3-Dihydro-1-(4-chlorophenyl)-3-(phenylmethyl)-3-(4-pyridinylmethyl)-2H-pyrrolo[2,3-b]pyridin-2-one). Reaction SMILES: [Cl:1][C:2]1[CH:7]=[CH:6][C:5]([N:8]2[C:12]3=[N:13][CH:14]=[CH:15][CH:16]=[C:11]3[CH:10]([CH2:17][C:18]3[CH:23]=[CH:22][N:21]=[CH:20][CH:19]=3)[C:9]2=[O:24])=[CH:4][CH:3]=1.[OH-].[Na+].[CH2:27](Cl)[C:28]1[CH:33]=[CH:32][CH:31]=[CH:30][CH:29]=1>CO>[Cl:1][C:2]1[CH:7]=[CH:6][C:5]([N:8]2[C:12]3=[N:13][CH:14]=[CH:15][CH:16]=[C:11]3[C:10]([CH2:27][C:28]3[CH:33]=[CH:32][CH:31]=[CH:30][CH:29]=3)([CH2:17][C:18]3[CH:19]=[CH:20][N:21]=[CH:22][CH:23]=3)[C:9]2=[O:24])=[CH:4][CH:3]=1 |f:1.2|. Procedure details: A mixture of 1,3-dihydro-1-(4-chlorophenyl)-3-(4-pyridinylmethyl)-2H-pyrrolo[2,3-b]pyridin-2-one (3.0 g, 8.93 mmol) and 20 ml 1N NaOH was treated with enough MeOH to effect solution. The mixture was treated with benzyl chloride (1.24 g, 9.82 mmol) and stirred at room temperature for 24 h. The resulting solid was collected by filtration, washed with water, and dried in vacuo to give the desired product in 87% (3.30 g) yield; mp 182°-185° C.; IR(nujol): 1727 cm-1 (CO); 1H NMR(CDCl3TMS): d 3.29 (dd...